From a dataset of the Open Reaction Database (ORD), a public repository of structured organic reaction records. describe an organic reaction: reactants, conditions, products, and yield Starting materials: C(C)C(CC)N1CCNCC1 (1-(1-ethylpropyl)piperazine), ClC(=O)OC1=CC=C(C=C1)OC (4-methoxyphenyl chloroformate). Run in Cl (HCl), C(Cl)Cl (DCM), C(Cl)Cl (DCM). Run at time 8 hour. Yields the product COC1=CC=C(C=C1)OC(=O)N1CCN(CC1)C(CC)CC (4-(1-Ethylpropyl)piperazine-1-carboxylic acid 4-methoxyphenyl ester). As a reaction SMILES: [CH2:1]([CH:3]([N:6]1[CH2:11][CH2:10][NH:9][CH2:8][CH2:7]1)[CH2:4][CH3:5])[CH3:2].Cl[C:13]([O:15][C:16]1[CH:21]=[CH:20][C:19]([O:22][CH3:23])=[CH:18][CH:17]=1)=[O:14]>C(Cl)Cl.Cl>[CH3:23][O:22][C:19]1[CH:20]=[CH:21][C:16]([O:15][C:13]([N:9]2[CH2:10][CH2:11][N:6]([CH:3]([CH2:4][CH3:5])[CH2:1][CH3:2])[CH2:7][CH2:8]2)=[O:14])=[CH:17][CH:18]=1. Procedure: To a stirred mixture of 1-(1-ethylpropyl)piperazine (156 mg, 1.0 mmol) and dry DCM (10 ml) was added 4-methoxyphenyl chloroformate (190 mg, 1.0 mmol). The mixture was stirred overnight at room temperature and then diluted with DCM (50 ml). The reaction mixture was washed with 1 N NaOH (3×20 ml) and water (3×20 ml) and dried (MgSO4). The organic solution was concentrated to yield an oil that was dissolved in a 0.5 N HCl solution (30 ml). The acidic solution was washed with diethyl ether (2×20 ml)... The reactants are BrC=1C=C(C(=C(C1)F)[N+](=O)[O-])C (5-bromo-1-fluoro-3-methyl-2-nitrobenzene), CN (methylamine), C1CCOC1 (THF). Yields the product BrC=1C=C(C(=C(NC)C1)[N+](=O)[O-])C (5-bromo-N,3-dimethyl-2-nitroaniline). The yield is 99.0%. RXN SMILES: [Br:1][C:2]1[CH:3]=[C:4]([CH3:12])[C:5]([N+:9]([O-:11])=[O:10])=[C:6](F)[CH:7]=1.[CH3:13][NH2:14].C1COCC1>>[Br:1][C:2]1[CH:3]=[C:4]([CH3:12])[C:5]([N+:9]([O-:11])=[O:10])=[C:6]([CH:7]=1)[NH:14][CH3:13]. Procedure details: A MW vial was charged with 5-bromo-1-fluoro-3-methyl-2-nitrobenzene (500 mg, 2.137 mmol) and methylamine 2M in THF (5 mL, 10.0 mmol). The MW vial was sealed and the reaction mixture was submitted to MW irradiation for 30 min at 100° C. The reaction was cooled down to RT and concentrated under reduced pressure to afford the title product (520 mg, 2.122 mmol, 99% yield) as yellow solid. tR: 1.19 min (LC-MS 2); ESI-MS: no ionisation (LC-MS 2). The reactants are hydrochloride salt, CC1=CC=C(C=C1)S(=O)(=O)OCC1OC2=C(C1)C=CC=C2C2=C(C=CC(=C2)Cl)C ((±)-[7-(5-chloro-2-methylphenyl)-2,3-dihydro-1-benzofuran-2-yl]methyl 4-methylbenzenesulfonate), CN (methylamine). Yields the product CNCC1OC2=C(C1)C=CC=C2C2=C(C=CC(=C2)Cl)C (N-methyl-1-[7-(5-chloro-2-methylphenyl)-2,3-dihydro-1-benzofuran-2-yl]methanamine). RXN SMILES: CC1C=CC(S(O[CH2:12][CH:13]2[CH2:17][C:16]3[CH:18]=[CH:19][CH:20]=[C:21]([C:22]4[CH:27]=[C:26]([Cl:28])[CH:25]=[CH:24][C:23]=4[CH3:29])[C:15]=3[O:14]2)(=O)=O)=CC=1.[CH3:30][NH2:31]>>[CH3:30][NH:31][CH2:12][CH:13]1[CH2:17][C:16]2[CH:18]=[CH:19][CH:20]=[C:21]([C:22]3[CH:27]=[C:26]([Cl:28])[CH:25]=[CH:24][C:23]=3[CH3:29])[C:15]=2[O:14]1. Reported procedure: The title compound was prepared (0.051 g, 65%) following the general procedure of Example 390 as a white solid, hydrochloride salt from (±)-[7-(5-chloro-2-methylphenyl)-2,3-dihydro-1-benzofuran-2-yl]methyl 4-methylbenzenesulfonate (0.103 g, 0.24 mmol) and methylamine (0.074 g, 2.4 mmol). mp 178-182° C. Reactants: C1CCOC1, CCN=C=NCCCN(C)C, ClCCl, O=C(O)c1ccc(Nc2nccc(-c3ccc(S(=O)(=O)N4CCOCC4)cc3)n2)cc1, On1nnc2ccccc21, O=C(c1ccco1)N1CCNCC1. Yields the product O=C(c1ccc(Nc2nccc(-c3ccc(S(=O)(=O)N4CCOCC4)cc3)n2)cc1)N1CCN(C(=O)c2ccco2)CC1. As a reaction SMILES: [CH2:66]1[O:67][CH2:68][CH2:69][CH2:70]1.[CH3:45][CH2:46][N:47]=[C:48]=[N:49][CH2:50][CH2:51][CH2:52][N:53]([CH3:54])[CH3:55].[Cl:71][CH2:72][Cl:73].[O:1]1[CH2:2][CH2:3][N:4]([S:7](=[O:8])(=[O:9])[c:10]2[cH:11][cH:12][c:13](-[c:16]3[n:17][c:18]([NH:22][c:23]4[cH:24][cH:25][c:26]([C:27](=[O:28])[OH:29])[cH:30][cH:31]4)[n:19][cH:20][cH:21]3)[cH:14][cH:15]2)[CH2:5][CH2:6]1.[OH:56][n:57]1[c:58]2[c:59]([cH:60][cH:61][cH:62][cH:63]2)[n:64][n:65]1.[o:32]1[c:33]([C:37](=[O:38])[N:39]2[CH2:40][CH2:41][NH:42][CH2:43][CH2:44]2)[cH:34][cH:35][cH:36]1>>[O:1]1[CH2:2][CH2:3][N:4]([S:7](=[O:8])(=[O:9])[c:10]2[cH:11][cH:12][c:13](-[c:16]3[n:17][c:18]([NH:22][c:23]4[cH:24][cH:25][c:26]([C:27](=[O:28])[N:42]5[CH2:41][CH2:40][N:39]([C:37]([c:33]6[o:32][cH:36][cH:35][cH:34]6)=[O:38])[CH2:44][CH2:43]5)[cH:30][cH:31]4)[n:19][cH:20][cH:21]3)[cH:14][cH:15]2)[CH2:5][CH2:6]1. Starting materials: C(#N)C1=NC=CC=C1C (2-cyano-3-methylpyridine), C(C1=CC=CC=C1)(=O)OOC(C1=CC=CC=C1)=O (benzoylperoxide), SO2Cl2, ClC1=CC=CC=C1 (chlorobenzene). Yields the product C(#N)C1=NC=CC=C1CCl (2-Cyano-3-chloromethylpyridine). RXN SMILES: [C:1]([C:3]1[C:8]([CH3:9])=[CH:7][CH:6]=[CH:5][N:4]=1)#[N:2].C(OOC(=O)C1C=CC=CC=1)(=O)C1C=CC=CC=1.[Cl:28]C1C=CC=CC=1>>[C:1]([C:3]1[C:8]([CH2:9][Cl:28])=[CH:7][CH:6]=[CH:5][N:4]=1)#[N:2]. Procedure details: The 2-cyano-3-chloromethylpyridine was prepared by chlorination of 2-cyano-3-methylpyridine in chlorobenzene with benzoylperoxide by gradual addition of SO2Cl2 at 80° C. 2-Cyano-3-chloromethylpyridine was obtained in 60-65% conversion. The main impurities are 2-cyano-3-dichloromethylpyridine and unreacted 2-cyano-3-methylpyridine, which do not cause problems in the process of this Preparation. Starting materials: N1(CCOCC1)NC(=O)C1=NN(C(=C1N)C1=CC=C(C=C1)Cl)C1=C(C=CC=C1)Cl (4-amino-1-(2-chlorophenyl)-5-(4-chlorophenyl)-1H-pyrazole-3-carboxylic acid morpholin-4-ylamide), C(C)OC(OCC)OCC (triethylorthoformate). Solvent: C1(=CC=CC=C1)C (toluene), O (H2O). Product: ClC1=CC=C(C=C1)C=1N(N=C2C1N=CN(C2=O)N2CCOCC2)C2=C(C=CC=C2)Cl (3-(4-Chlorophenyl)-2-(2-chlorophenyl)-6-morpholin-4-yl-2,6-dihydropyrazolo[4,3-d]pyrimidin-7-one). RXN SMILES: [N:1]1([NH:7][C:8]([C:10]2[C:14]([NH2:15])=[C:13]([C:16]3[CH:21]=[CH:20][C:19]([Cl:22])=[CH:18][CH:17]=3)[N:12]([C:23]3[CH:28]=[CH:27][CH:26]=[CH:25][C:24]=3[Cl:29])[N:11]=2)=[O:9])[CH2:6][CH2:5][O:4][CH2:3][CH2:2]1.[CH2:30](OC(OCC)OCC)C>C1(C)C=CC=CC=1.O>[Cl:22][C:19]1[CH:18]=[CH:17][C:16]([C:13]2[N:12]([C:23]3[CH:28]=[CH:27][CH:26]=[CH:25][C:24]=3[Cl:29])[N:11]=[C:10]3[C:8](=[O:9])[N:7]([N:1]4[CH2:2][CH2:3][O:4][CH2:5][CH2:6]4)[CH:30]=[N:15][C:14]=23)=[CH:21][CH:20]=1. Procedure: A solution of 4-amino-1-(2-chlorophenyl)-5-(4-chlorophenyl)-1H-pyrazole-3-carboxylic acid morpholin-4-ylamide (I-10A-1a, 200 mg, 0.46 mmol) and triethylorthoformate (116 microliters, 0.7 mmol) in toluene (2.5 ml) was heated at 100° C. for 0.45 h and at 120° C. for 2 h. The reaction mixture was cooled to room temperature, diluted with H2O, and extracted with EtOAc (2×). The combined organic extracts were washed with 1 M K2CO3 and saturated aqueous brine, dried, and concentrated under vacuum. The ...